Dataset: the Open Reaction Database (ORD), a public repository of structured organic reaction records. Task: describe an organic reaction: reactants, conditions, products, and yield Reactants: FC=1C=C(C=CC1OC1=C2C(=NC=C1)N(N=C2CC2CCNCC2)CC2=CC=C(C=C2)OC)NC(=O)C2=NC=CN(C2=O)C2=CC=C(C=C2)F (N-(3-fluoro-4-(1-(4-methoxybenzyl)-3-(piperidin-4-ylmethyl)-1H-pyrazolo[3,4-b]pyridin-4-yloxy)phenyl)-4-(4-fluorophenyl)-3-oxo-3,4-dihydropyrazine-2-carboxamide), [BH-](OC(=O)C)(OC(=O)C)OC(=O)C.[Na+] (NaBH(OAc)3), C(C)=O (Acetaldehyde), C(C)(=O)O (acetic acid). Solvent: C1CCOC1 (THF). Reaction conditions: time 10 minute. Yields the product COC1=CC=C(CN2N=C(C=3C2=NC=CC3OC3=C(C=C(C=C3)NC(=O)C3=NC=CN(C3=O)C3=CC=C(C=C3)F)F)CC3CCN(CC3)CC)C=C1 (N-(4-(1-(4-methoxybenzyl)-3-((1-ethylpiperidin-4-yl)methyl)-1H-pyrazolo[3,4-b]pyridin-4-yloxy)-3-fluorophenyl)-4-(4-fluorophenyl)-3-oxo-3,4-dihydropyrazine-2-carboxamide). As a reaction SMILES: [F:1][C:2]1[CH:3]=[C:4]([NH:34][C:35]([C:37]2[C:42](=[O:43])[N:41]([C:44]3[CH:49]=[CH:48][C:47]([F:50])=[CH:46][CH:45]=3)[CH:40]=[CH:39][N:38]=2)=[O:36])[CH:5]=[CH:6][C:7]=1[O:8][C:9]1[CH:14]=[CH:13][N:12]=[C:11]2[N:15]([CH2:25][C:26]3[CH:31]=[CH:30][C:29]([O:32][CH3:33])=[CH:28][CH:27]=3)[N:16]=[C:17]([CH2:18][CH:19]3[CH2:24][CH2:23][NH:22][CH2:21][CH2:20]3)[C:10]=12.[CH:51](=O)[CH3:52].C(O)(=O)C.[BH-](OC(C)=O)(OC(C)=O)OC(C)=O.[Na+]>C1COCC1>[CH3:33][O:32][C:29]1[CH:28]=[CH:27][C:26]([CH2:25][N:15]2[C:11]3=[N:12][CH:13]=[CH:14][C:9]([O:8][C:7]4[CH:6]=[CH:5][C:4]([NH:34][C:35]([C:37]5[C:42](=[O:43])[N:41]([C:44]6[CH:49]=[CH:48][C:47]([F:50])=[CH:46][CH:45]=6)[CH:40]=[CH:39][N:38]=5)=[O:36])=[CH:3][C:2]=4[F:1])=[C:10]3[C:17]([CH2:18][CH:19]3[CH2:24][CH2:23][N:22]([CH2:51][CH3:52])[CH2:21][CH2:20]3)=[N:16]2)=[CH:31][CH:30]=1 |f:3.4|. Procedure details: N-(4-(1-(4-methoxybenzyl)-3-(piperidin-4-ylmethyl)-1H-pyrazolo[3,4-b]pyridin-4-yloxy)-3-fluorophenyl)-4-(4-fluorophenyl)-3-oxo-3,4-dihydropyrazine-2-carboxamide (17 mg, 0.025 mmol; prepared as in Example 152, Step B) was added to a small round bottom flask and dissolved in dry THF (1.5 mL). Acetaldehyde (5.56 mg, 0.126 mmol) and a drop of acetic acid (d 1.049) were added. The reaction mixture was stirred for 10 minutes under N2(g) at room temperature. NaBH(OAc)3 (53.5 mg, 0.252 mmol) was added a...